Dataset: the Open Reaction Database (ORD), a public repository of structured organic reaction records. Task: describe an organic reaction: reactants, conditions, products, and yield Starting materials: C(C)(=O)C1=CC=C(N=C(C2=CC=CC=C2)C)C=C1 (p-acetyl-N-(α-methyl benzylidene) aniline). Reagents/catalysts: [Pd] (Pd/C). Solvent: C(C)O (ethanol). Product: C(C)(=O)C1=CC=C(NC(C2=CC=CC=C2)C)C=C1 (p-Acetyl-N-(α-methyl benzyl) aniline). RXN SMILES: [C:1]([C:4]1[CH:18]=[CH:17][C:7]([N:8]=[C:9]([CH3:16])[C:10]2[CH:15]=[CH:14][CH:13]=[CH:12][CH:11]=2)=[CH:6][CH:5]=1)(=[O:3])[CH3:2]>[Pd].C(O)C>[C:1]([C:4]1[CH:18]=[CH:17][C:7]([NH:8][CH:9]([CH3:16])[C:10]2[CH:11]=[CH:12][CH:13]=[CH:14][CH:15]=2)=[CH:6][CH:5]=1)(=[O:3])[CH3:2]. Procedure: p-Acetyl-N-(α-methylbenzylidene) aniline (XXIII) (30 g) prepared by the procedure described in Example XXIXA was hydrogenated using 5% Pd/C as the catalyst and 95% ethanol as the solvent. p-Acetyl-N-(α-methyl benzyl) aniline (XXIV) was obtained by fractional distillation. XXIV had a boiling point of 165° C. at 0.1 millimeter.